From a dataset of the Open Reaction Database (ORD), a public repository of structured organic reaction records. describe an organic reaction: reactants, conditions, products, and yield Reactants: NC1=NC(=CC=C1OCC1=C(C=CC=C1F)F)C (2-amino-3-(2,6-difluorobenzyloxy)-6-methyl-pyridine), Cl.C1(=CC=CC=C1)CC(OCC)=N (ethyl phenylacetimidate hydrochloride). The solvent is C(C)O (ethanol). Yields the product Cl.FC1=C(COC=2C(=NC(=CC2)C)NC(CC2=CC=CC=C2)=N)C(=CC=C1)F (N-(3-(2,6-Difluorobenzyloxy)-6-methyl-2-pyridyl)phenyl-acetamidine hydrochloride). The yield is 6.9%. Reaction SMILES: [NH2:1][C:2]1[C:7]([O:8][CH2:9][C:10]2[C:15]([F:16])=[CH:14][CH:13]=[CH:12][C:11]=2[F:17])=[CH:6][CH:5]=[C:4]([CH3:18])[N:3]=1.[ClH:19].[C:20]1([CH2:26][C:27](=[NH:31])OCC)[CH:25]=[CH:24][CH:23]=[CH:22][CH:21]=1>C(O)C>[ClH:19].[F:17][C:11]1[CH:12]=[CH:13][CH:14]=[C:15]([F:16])[C:10]=1[CH2:9][O:8][C:7]1[C:2]([NH:1][C:27](=[NH:31])[CH2:26][C:20]2[CH:25]=[CH:24][CH:23]=[CH:22][CH:21]=2)=[N:3][C:4]([CH3:18])=[CH:5][CH:6]=1 |f:1.2,4.5|. Reported procedure: A mixture of 2-amino-3-(2,6-difluorobenzyloxy)-6-methyl-pyridine (5.0 g, 20 mmol) and ethyl phenylacetimidate hydrochloride (4.39 g, 22 mmol) in ethanol (80 ml) was heated under reflux for 2 hours. Evaporation of the solvent gave an oil which was purified by chromatography (silica, chloroform/methanol) and recrystallisation from ethanol/ether to obtain the product (0.56 g), m.p. 173°-177° C. Reactants: Br (HBr), C1CC1(CO)CO (1,1-cyclopropyldimethanol), C(Cl)Cl (methylene chloride), C1CC1(CO)CO (1,1-cyclopropyldimethanol), CC(OCC)=O (EA). Solvent: C(C)(=O)O (acetic acid), O (water). Reaction conditions: time 2 hour. Yields the product C(C)(=O)OCC1(CC1)CBr ([1-(bromomethyl)cyclopropyl]methyl acetate). Reaction SMILES: [CH2:1]1[C:3]([CH2:6][OH:7])([CH2:4]O)[CH2:2]1.C(Cl)Cl.[BrH:11].[CH3:12][C:13](=[O:17])OCC>C(O)(=O)C.O>[C:13]([O:7][CH2:6][C:3]1([CH2:4][Br:11])[CH2:2][CH2:1]1)(=[O:17])[CH3:12]. Reported procedure: A 3 L 3-neck round bottle flask was equipped with mechanical stirrer, a thermometer, a nitrogen inlet and an additional funnel. To the flask was charged 200 g of 1,1-cyclopropyldimethanol and 200 mL of methylene chloride. The mixture was cooled to 0˜5° C. 1440 g of 33% HBr in glacial acetic acid was slowly added to reaction solution and kept the temperature below 20° C. After the addition, the reaction mixture was stirred at between 10° C. and 18° C. for about 2 hours and then warmed to 16˜22° C... Reactants: BrC=1C=NC=C(C1)F (3-bromo-5-fluoropyridine), S1C(=NC=C1)C1=CC=CC(=N1)C1=NC=CC=N1 (2-[6-(1,3-Thiazol-2-yl)pyridin-2-yl]pyrimidine), C([O-])([O-])=O.[Cs+].[Cs+] (cesium carbonate), [(t-Bu)2P(OH)]2PdCl2. Solvent: CN(C=O)C (N,N-dimethylformamide). The product is FC=1C=C(C=NC1)C1=CN=C(S1)C1=CC=CC(=N1)C1=NC=CC=N1 (2-{6-[5-(5-Fluoropyridin-3-yl)-1,3-thiazol-2-yl]pyridin-2-yl}pyrimidine). As a reaction SMILES: Br[C:2]1[CH:3]=[N:4][CH:5]=[C:6]([F:8])[CH:7]=1.[S:9]1[CH:13]=[CH:12][N:11]=[C:10]1[C:14]1[N:19]=[C:18]([C:20]2[N:25]=[CH:24][CH:23]=[CH:22][N:21]=2)[CH:17]=[CH:16][CH:15]=1.C(=O)([O-])[O-].[Cs+].[Cs+]>CN(C)C=O>[F:8][C:6]1[CH:7]=[C:2]([C:13]2[S:9][C:10]([C:14]3[N:19]=[C:18]([C:20]4[N:21]=[CH:22][CH:23]=[CH:24][N:25]=4)[CH:17]=[CH:16][CH:15]=3)=[N:11][CH:12]=2)[CH:3]=[N:4][CH:5]=1 |f:2.3.4|. Procedure details: Under argon, 88 mg (0.50 mmol) of 3-bromo-5-fluoropyridine, 120 mg (0.50 mmol) of 2-[6-(1,3-thiazol-2-yl)pyridin-2-yl]pyrimidine (cf. Example K, step 1), 326 mg (1.0 mmol) of cesium carbonate and 8 mg (0.01 mmol) of [(t-Bu)2P(OH)]2PdCl2 (“POPd”) in 10 ml of N,N-dimethylformamide were stirred at 120° C. for 16 hours. For work-up, the solvent was removed under reduced pressure, the residue was partitioned between ethyl acetate and water and the organic phase was dried, concentrated under reduced p... The reactants are C1CCOC1, Cc1nc(-c2ccccc2)oc1CCO, O=C(N=NC(=O)N1CCCCC1)N1CCCCC1, CCOC(=O)CC1CCc2cc(O)ccc21, c1ccc(P(c2ccccc2)c2ccccc2)cc1. The product is CCOC(=O)CC1CCc2cc(OCCc3oc(-c4ccccc4)nc3C)ccc21. RXN SMILES: [CH2:69]1[O:70][CH2:71][CH2:72][CH2:73]1.[CH3:54][c:55]1[n:56][c:57](-[c:63]2[cH:64][cH:65][cH:66][cH:67][cH:68]2)[o:58][c:59]1[CH2:60][CH2:61][OH:62].[N:1]([C:2]([N:3]1[CH2:4][CH2:5][CH2:6][CH2:7][CH2:8]1)=[O:9])=[N:10][C:11]([N:12]1[CH2:13][CH2:14][CH2:15][CH2:16][CH2:17]1)=[O:18].[OH:38][c:39]1[cH:40][c:41]2[c:45]([cH:46][cH:47]1)[CH:44]([CH2:48][C:49](=[O:50])[O:51][CH2:52][CH3:53])[CH2:43][CH2:42]2.[c:19]1([P:20]([c:21]2[cH:22][cH:23][cH:24][cH:25][cH:26]2)[c:27]2[cH:28][cH:29][cH:30][cH:31][cH:32]2)[cH:33][cH:34][cH:35][cH:36][cH:37]1>>[O:38]([c:39]1[cH:40][c:41]2[c:45]([cH:46][cH:47]1)[CH:44]([CH2:48][C:49](=[O:50])[O:51][CH2:52][CH3:53])[CH2:43][CH2:42]2)[CH2:61][CH2:60][c:59]1[c:55]([CH3:54])[n:56][c:57](-[c:63]2[cH:64][cH:65][cH:66][cH:67][cH:68]2)[o:58]1. The reactants are NC(=O)c1cnc(-c2ccccc2OCC2CC2)[nH]c1=O, O=P(Cl)(Cl)Cl, c1ccncc1. Product: N#Cc1cnc(-c2ccccc2OCC2CC2)[nH]c1=O. As a reaction SMILES: [O:1]=[c:2]1[c:3]([C:19](=[O:20])[NH2:21])[cH:4][n:5][c:6](-[c:8]2[c:9]([O:14][CH2:15][CH:16]3[CH2:17][CH2:18]3)[cH:10][cH:11][cH:12][cH:13]2)[nH:7]1.[P:28]([Cl:29])([Cl:30])([Cl:31])=[O:32].[cH:22]1[cH:23][cH:24][n:25][cH:26][cH:27]1>>[O:1]=[c:2]1[c:3]([C:19]#[N:21])[cH:4][n:5][c:6](-[c:8]2[c:9]([O:14][CH2:15][CH:16]3[CH2:17][CH2:18]3)[cH:10][cH:11][cH:12][cH:13]2)[nH:7]1. Reactants: C(C)(=O)OCC(CCC1=C(C=C(C=C1)C1=C(C=C(C=C1)Br)F)Cl)(COC(C)=O)NC(C)=O (N-[1,1-bis(acetoxymethyl)-3-(4′-bromo-3-chloro-2′-fluorobiphenyl-4-yl)propyl]acetamide), CC1=CC=C(C=C1)S (4-methylbenzenethiol), C(C)(C)N(CC)C(C)C (diisopropylethylamine), O (Water). The reagents and catalysts are C1=CC=C(C=C1)/C=C/C(=O)/C=C/C2=CC=CC=C2.C1=CC=C(C=C1)/C=C/C(=O)/C=C/C2=CC=CC=C2.C1=CC=C(C=C1)/C=C/C(=O)/C=C/C2=CC=CC=C2.C(Cl)(Cl)Cl.[Pd].[Pd] (tris(dibenzylideneacetone)dipalladium(0) chloroform adduct), C1(=CC=CC=C1)P(C1=CC=CC=2C(C3=CC=CC(=C3OC12)P(C1=CC=CC=C1)C1=CC=CC=C1)(C)C)C1=CC=CC=C1 (4,5-bis(diphenylphosphino)-9,9-dimethylxanthene). Solvent: O1CCOCC1 (1,4-dioxane). Yields the product C(C)(=O)OCC(CCC1=C(C=C(C=C1)C1=C(C=C(C=C1)SC1=CC=C(C=C1)C)F)Cl)(COC(C)=O)NC(C)=O (N-[1,1-bis(acetoxymethyl)-3-[3-chloro-2′-fluoro-4′-(4-methylphenylthio)biphenyl-4-yl]propyl]acetamide). The yield is 84.0%. RXN SMILES: [C:1]([O:4][CH2:5][C:6]([NH:29][C:30](=[O:32])[CH3:31])([CH2:24][O:25][C:26](=[O:28])[CH3:27])[CH2:7][CH2:8][C:9]1[CH:14]=[CH:13][C:12]([C:15]2[CH:20]=[CH:19][C:18](Br)=[CH:17][C:16]=2[F:22])=[CH:11][C:10]=1[Cl:23])(=[O:3])[CH3:2].[CH3:33][C:34]1[CH:39]=[CH:38][C:37]([SH:40])=[CH:36][CH:35]=1.C(N(C(C)C)CC)(C)C.O>O1CCOCC1.C1C=CC(/C=C/C(/C=C/C2C=CC=CC=2)=O)=CC=1.C1C=CC(/C=C/C(/C=C/C2C=CC=CC=2)=O)=CC=1.C1C=CC(/C=C/C(/C=C/C2C=CC=CC=2)=O)=CC=1.C(Cl)(Cl)Cl.[Pd].[Pd].C1(P(C2C=CC=CC=2)C2C3OC4C(=CC=CC=4P(C4C=CC=CC=4)C4C=CC=CC=4)C(C)(C)C=3C=CC=2)C=CC=CC=1>[C:1]([O:4][CH2:5][C:6]([NH:29][C:30](=[O:32])[CH3:31])([CH2:24][O:25][C:26](=[O:28])[CH3:27])[CH2:7][CH2:8][C:9]1[CH:14]=[CH:13][C:12]([C:15]2[CH:20]=[CH:19][C:18]([S:40][C:37]3[CH:38]=[CH:39][C:34]([CH3:33])=[CH:35][CH:36]=3)=[CH:17][C:16]=2[F:22])=[CH:11][C:10]=1[Cl:23])(=[O:3])[CH3:2] |f:5.6.7.8.9.10|. Reported procedure: A solution of N-[1,1-bis(acetoxymethyl)-3-(4′-bromo-3-chloro-2′-fluorobiphenyl-4-yl)propyl]acetamide (264 mg) of Reference Example 23, 4-methylbenzenethiol (62 mg), diisopropylethylamine (129 mg), tris(dibenzylideneacetone)dipalladium(0) chloroform adduct (12.9 mg) and 4,5-bis(diphenylphosphino)-9,9-dimethylxanthene (Xantphos) (14.9 mg) in 1,4-dioxane (2 mL) was heated under reflux for 9 hr under a nitrogen atmosphere. Water was added to the reaction mixture, and the mixture was extracted with e...